Dataset: the Open Reaction Database (ORD), a public repository of structured organic reaction records. Task: describe an organic reaction: reactants, conditions, products, and yield Starting materials: CC1=C(C=CC=C1)C(C(=O)NC)=O (2-(2-methyl-phenyl)-N-methyl-2-oxo-acetamide), [BH4-].[Na+] (NaBH4). The solvent is CO (methanol). Product: CC1=C(C=CC=C1)C(C(=O)NC)O (Racemic 2-(2-methyl-phenyl)-N-methyl-2-hydroxy-acetamide). RXN SMILES: [CH3:1][C:2]1[CH:7]=[CH:6][CH:5]=[CH:4][C:3]=1[C:8](=[O:13])[C:9]([NH:11][CH3:12])=[O:10].[BH4-].[Na+]>CO>[CH3:1][C:2]1[CH:7]=[CH:6][CH:5]=[CH:4][C:3]=1[CH:8]([OH:13])[C:9]([NH:11][CH3:12])=[O:10] |f:1.2|. Reported procedure: Racemic 2-(2-methyl-phenyl)-N-methyl-2-hydroxy-acetamide was synthesized by reducing 2-(2-methyl-phenyl)-N-methyl-2-oxo-acetamide with NaBH4 in methanol. The reactants are C(C)(C)(C)OC(=O)N1[C@@H](CC(C1)=NOC)C(=O)O ((2S,4EZ)-1-(tert-butoxycarbonyl)-4-(methoxyimino)-2-pyrrolidinecarboxylic acid), ClC=1C=C(C=CC1Cl)C1=CC=C(C=C1)C(=O)O (3′,4′-dichloro[1,1′-biphenyl]-4-carboxylic acid), CO (methanol). Product: ClC=1C=C(C=CC1Cl)C1=CC=C(C=C1)C(=O)N1[C@@H](CC(C1)=NOC)C(=O)OC (Methyl (2S,4EZ)-1-[(3′,4′-dichloro[1,1′-biphenyl]-4-yl)carbonyl]-4-(methoxyimino)-2-pyrrolidinecarboxylate). As a reaction SMILES: C(O[C:6]([N:8]1[CH2:12][C:11](=[N:13][O:14][CH3:15])[CH2:10][C@H:9]1[C:16]([OH:18])=[O:17])=[O:7])(C)(C)C.[Cl:19][C:20]1[CH:21]=[C:22]([C:27]2[CH:32]=[CH:31][C:30](C(O)=O)=[CH:29][CH:28]=2)[CH:23]=[CH:24][C:25]=1[Cl:26].[CH3:36]O>>[Cl:19][C:20]1[CH:21]=[C:22]([C:27]2[CH:32]=[CH:31][C:30]([C:6]([N:8]3[CH2:12][C:11](=[N:13][O:14][CH3:15])[CH2:10][C@H:9]3[C:16]([O:18][CH3:36])=[O:17])=[O:7])=[CH:29][CH:28]=2)[CH:23]=[CH:24][C:25]=1[Cl:26]. Procedure details: Following the general method as outlined in Example 11, starting from (2S,4EZ)-1-(tert-butoxycarbonyl)-4-(methoxyimino)-2-pyrrolidinecarboxylic acid, 3′,4′-dichloro[1,1′-biphenyl]-4-carboxylic acid, and methanol, the title compound was isolated as a mixture of two isomers in 91.9% purity by HPLC. The reactants are C(C)(C)(C)OC(=O)N1C[C@@H]2N(C(C3=C(C=C(C=C23)COC)C(F)(F)F)=O)CC1 (N-(t-butoxycarbonyl)-(R)-1,3,4,10b-tetrahydro-9-methoxymethyl-7-trifluoromethyl-pyrazino[2,1-a]isoindol-6(2H)-one), Cl (hydrochloric acid), white solid. Run in O (water), CCOCC (ether). Reaction conditions: time 1 hour. Yields the product Cl.COCC1=CC(=C2C(N3[C@H](C2=C1)CNCC3)=O)C(F)(F)F ((R)-1,3,4,10b-tetrahydro-9-methoxymethyl-7-trifluoromethyl-pyrazino[2,1-a]isoindol-6(2H)-one hydrochloric acid salt). RXN SMILES: C(OC([N:8]1[CH2:28][CH2:27][N:11]2[C:12](=[O:26])[C:13]3[C:18]([C@@H:10]2[CH2:9]1)=[CH:17][C:16]([CH2:19][O:20][CH3:21])=[CH:15][C:14]=3[C:22]([F:25])([F:24])[F:23])=O)(C)(C)C.[ClH:29]>CCOCC.O>[ClH:29].[CH3:21][O:20][CH2:19][C:16]1[CH:17]=[C:18]2[C:13]([C:12](=[O:26])[N:11]3[CH2:27][CH2:28][NH:8][CH2:9][C@H:10]32)=[C:14]([C:22]([F:25])([F:23])[F:24])[CH:15]=1 |f:4.5|. Procedure: To a stirring solution of N-(t-butoxycarbonyl)-(R)-1,3,4,10b-tetrahydro-9-methoxymethyl-7-trifluoromethyl-pyrazino[2,1-a]isoindol-6(2H)-one (12 mg, 0.03 mmol) in dry ether (2 mL) was added hydrochloric acid (1 mL). The reaction was stirred for 1 h and then conc. in vacuo to a white solid. The solid was dissolved in water and lyophilized to 10 mg of a white solid. MS (ESI) 301 (M−Cl). Starting materials: C[O-], O=C(OCCCl)C(F)(F)F, [Na+], C1CCOC1. Yields the product COC1(C(F)(F)F)OCCO1. RXN SMILES: [CH3:1][O-:2].[F:4][C:5]([C:6](=[O:7])[O:8][CH2:9][CH2:10][Cl:11])([F:12])[F:13].[Na+:3].[O:14]1[CH2:15][CH2:16][CH2:17][CH2:18]1>>[CH3:1][O:2][C:6]1([C:5]([F:4])([F:12])[F:13])[O:7][CH2:10][CH2:9][O:8]1. Reactants: CO, CC(C)(C)OC(=O)NC1CC(C)(C)Oc2c1ccc(F)c2Cl, Cl, O. The product is CC1(C)CC(N)c2ccc(F)c(Cl)c2O1. Reaction SMILES: [CH3:23][OH:24].[Cl:1][c:2]1[c:3]([F:22])[cH:4][cH:5][c:6]2[c:11]1[O:10][C:9]([CH3:12])([CH3:13])[CH2:8][CH:7]2[NH:14][C:15](=[O:16])[O:17][C:18]([CH3:19])([CH3:20])[CH3:21].[ClH:25].[OH2:26]>>[Cl:1][c:2]1[c:3]([F:22])[cH:4][cH:5][c:6]2[c:11]1[O:10][C:9]([CH3:12])([CH3:13])[CH2:8][CH:7]2[NH2:14].